This data is from the Open Reaction Database (ORD), a public repository of structured organic reaction records. The task is: describe an organic reaction: reactants, conditions, products, and yield Starting materials: O1CCN(CC1)S(=O)(=O)C1=CC=C(C(=O)OC)C=C1 (Methyl 4-(morpholinosulfonyl)benzoate), NN (hydrazine). Solvent: CO (methanol). Reaction conditions: temperature 65 celsius. Yields the product O1CCN(CC1)S(=O)(=O)C1=CC=C(C(=O)NN)C=C1 (4-(morpholinosulfonyl)benzohydrazide). Isolated yield 74.0%. Reaction SMILES: [O:1]1[CH2:6][CH2:5][N:4]([S:7]([C:10]2[CH:19]=[CH:18][C:13]([C:14](OC)=[O:15])=[CH:12][CH:11]=2)(=[O:9])=[O:8])[CH2:3][CH2:2]1.[NH2:20][NH2:21]>CO>[O:1]1[CH2:6][CH2:5][N:4]([S:7]([C:10]2[CH:19]=[CH:18][C:13]([C:14]([NH:20][NH2:21])=[O:15])=[CH:12][CH:11]=2)(=[O:9])=[O:8])[CH2:3][CH2:2]1. Procedure: Methyl 4-(morpholinosulfonyl)benzoate (135 mg, 0.473 mmol) was added to the hydrazine (30.3 mg, 0.946 mmol) in methanol and refluxed for 8 h at 65° C. Following cooling, reaction was monitored by TLC. After completion of the reaction, the solvent was removed by vacuum and then compound was purified by flash chromatography (3% methanol/DCM) to yield the 4-(morpholinosulfonyl)benzohydrazide (102 mg, 0.350 mmol, 74.0% yield) as a white solid. 1H NMR (CDCl3, 400 MHz): δ 7.94 (m, 2H), 7.79 (m, 2H), 3...